Dataset: the Open Reaction Database (ORD), a public repository of structured organic reaction records. Task: describe an organic reaction: reactants, conditions, products, and yield As a reaction SMILES: [BH4-:36].[C:1]([CH3:2])([CH3:3])([CH3:4])[O:5][C:6](=[O:7])[N:8]1[CH:9]([CH3:35])[CH:10]([O:29][CH2:30][C:31]([CH3:32])([CH3:33])[CH3:34])[O:11][CH2:12][CH:13]1[CH:14]([CH:15]([CH2:16][c:17]1[c:18]([CH2:23][CH3:24])[cH:19][cH:20][cH:21][cH:22]1)[N+:25]([O-:26])=[O:27])[OH:28].[CH3:38][OH:39].[Cl:40][Ni:41][Cl:42].[Na+:37]>>[C:1]([CH3:2])([CH3:3])([CH3:4])[O:5][C:6](=[O:7])[N:8]1[CH:9]([CH3:35])[CH:10]([O:29][CH2:30][C:31]([CH3:32])([CH3:33])[CH3:34])[O:11][CH2:12][CH:13]1[CH:14]([CH:15]([CH2:16][c:17]1[c:18]([CH2:23][CH3:24])[cH:19][cH:20][cH:21][cH:22]1)[NH2:25])[OH:28]. The product is CCc1ccccc1CC(N)C(O)C1COC(OCC(C)(C)C)C(C)N1C(=O)OC(C)(C)C. Starting materials: [BH4-], CCc1ccccc1CC(C(O)C1COC(OCC(C)(C)C)C(C)N1C(=O)OC(C)(C)C)[N+](=O)[O-], CO, Cl[Ni]Cl, [Na+]. Reactants: C(C)OC(C1=CC(=CC(=C1)F)Br)=O (3-Bromo-5-fluoro-benzoic acid ethyl ester), C1(=CC=CC=C1)P(C1=CC=CC=2C(C3=CC=CC(=C3OC12)P(C1=CC=CC=C1)C1=CC=CC=C1)(C)C)C1=CC=CC=C1 (4,5-bis(diphenylphosphino)-9,9-dimethylxanthene), COC1=CC=C(CS)C=C1 (4-methoxy-benzylmercaptan), CCN(C(C)C)C(C)C (DIEA). Reagents/catalysts: C=1C=CC(=CC1)/C=C/C(=O)/C=C/C2=CC=CC=C2.C=1C=CC(=CC1)/C=C/C(=O)/C=C/C2=CC=CC=C2.C=1C=CC(=CC1)/C=C/C(=O)/C=C/C2=CC=CC=C2.[Pd].[Pd] (tris(dibenzylideneacetone)dipalladium(0)). Solvent: O1CCOCC1 (dioxane). Run at temperature 90 celsius, time 2 hour. Product: C(C)OC(C1=CC(=CC(=C1)SCC1=CC=C(C=C1)OC)F)=O (3-Fluoro-5-(4-methoxy-benzylsulfanyl)-benzoic acid ethyl ester). As a reaction SMILES: [CH2:1]([O:3][C:4](=[O:13])[C:5]1[CH:10]=[C:9]([F:11])[CH:8]=[C:7](Br)[CH:6]=1)[CH3:2].C1(P(C2C=CC=CC=2)C2C3OC4C(=CC=CC=4P(C4C=CC=CC=4)C4C=CC=CC=4)C(C)(C)C=3C=CC=2)C=CC=CC=1.[CH3:56][O:57][C:58]1[CH:65]=[CH:64][C:61]([CH2:62][SH:63])=[CH:60][CH:59]=1.CCN(C(C)C)C(C)C>O1CCOCC1.C1C=CC(/C=C/C(/C=C/C2C=CC=CC=2)=O)=CC=1.C1C=CC(/C=C/C(/C=C/C2C=CC=CC=2)=O)=CC=1.C1C=CC(/C=C/C(/C=C/C2C=CC=CC=2)=O)=CC=1.[Pd].[Pd]>[CH2:1]([O:3][C:4](=[O:13])[C:5]1[CH:6]=[C:7]([S:63][CH2:62][C:61]2[CH:64]=[CH:65][C:58]([O:57][CH3:56])=[CH:59][CH:60]=2)[CH:8]=[C:9]([F:11])[CH:10]=1)[CH3:2] |f:5.6.7.8.9|. Reported procedure: To a room temperature, degassed solution of 3-Bromo-5-fluoro-benzoic acid ethyl ester (4.0 g, 16.2 mmol) in dioxane (100 mL) was added 4,5-bis(diphenylphosphino)-9,9-dimethylxanthene (0.48 g, 0.82 mmol), 4-methoxy-benzylmercaptan (2.26 mL, 16.2 mmol), DIEA (5.6 mL, 32.4 mmol), and tris(dibenzylideneacetone)dipalladium(0) (0.37 g, 0.41 mmol). The resulting mixture was warmed to 90° C. and stirred for 2 hrs, then cooled to room temperature. The mixture was subjected to standard aqueous workup, and... Starting materials: CO, COCc1oc(-c2ccc(C(F)(F)F)cc2)cc1C(Oc1ccc(C(=O)OC)cc1)C1CCCCC1, Cl, [Li+], C1CCOC1, [OH-], O. Product: COCc1oc(-c2ccc(C(F)(F)F)cc2)cc1C(Oc1ccc(C(=O)O)cc1)C1CCCCC1. Reaction SMILES: [CH3:41][OH:42].[CH:1]1([CH:7]([O:8][c:9]2[cH:10][cH:11][c:12]([C:13](=[O:14])[O:15][CH3:16])[cH:17][cH:18]2)[c:19]2[c:20]([CH2:34][O:35][CH3:36])[o:21][c:22](-[c:24]3[cH:25][cH:26][c:27]([C:30]([F:31])([F:32])[F:33])[cH:28][cH:29]3)[cH:23]2)[CH2:2][CH2:3][CH2:4][CH2:5][CH2:6]1.[ClH:40].[Li+:37].[O:43]1[CH2:44][CH2:45][CH2:46][CH2:47]1.[OH-:38].[OH2:39]>>[CH:1]1([CH:7]([O:8][c:9]2[cH:10][cH:11][c:12]([C:13](=[O:14])[OH:15])[cH:17][cH:18]2)[c:19]2[c:20]([CH2:34][O:35][CH3:36])[o:21][c:22](-[c:24]3[cH:25][cH:26][c:27]([C:30]([F:31])([F:32])[F:33])[cH:28][cH:29]3)[cH:23]2)[CH2:2][CH2:3][CH2:4][CH2:5][CH2:6]1. Reactants: C(C1=CC=CC=C1)OC1=CC=C(C(=O)N(C)OC)C=C1Br (4-(benzyloxy)-5-bromo-N-methoxy-N-methylbenzamide), [H-].[Al+3].[Li+].[H-].[H-].[H-] (lithium aluminum hydride), O1CCCC1 (tetrahydrofuran), Cl (hydrochloric acid). The product is C(C1=CC=CC=C1)OC1=CC(=C(C=O)C=C1Br)C (4-(benzyloxy)-5-bromo-2-methylbenzaldehyde). As a reaction SMILES: [CH2:1]([O:8][C:9]1[C:20]([Br:21])=[CH:19][C:12]([C:13](N(OC)C)=[O:14])=[CH:11][CH:10]=1)[C:2]1[CH:7]=[CH:6][CH:5]=[CH:4][CH:3]=1.[H-].[Al+3].[Li+].[H-].[H-].[H-].Cl.O1CCC[CH2:30]1>>[CH2:1]([O:8][C:9]1[C:20]([Br:21])=[CH:19][C:12]([CH:13]=[O:14])=[C:11]([CH3:30])[CH:10]=1)[C:2]1[CH:3]=[CH:4][CH:5]=[CH:6][CH:7]=1 |f:1.2.3.4.5.6|. Procedure: To a suspension of 4-(benzyloxy)-5-bromo-2-methylbenzoic acid (16.6 g, 51.7 mmol) in chloroform (80 mL) were added oxalyl chloride (5 mL, 56.9 mmol) and N,N-dimethylformamide (6 drops), and the mixture was stirred for an hour at room temperature. And then the reaction solution was concentrated to obtain 4-(benzyloxy)-5-bromo-2-methylbenzoyl chloride. Then to a chloroform suspension (60 mL) of N,O-dimethylhydroxylamine hydrochloride (5.55 g, 56.9 mmol) and triethylamine (15 mL, 103 mmol) cooled i...